Task: describe an organic reaction: reactants, conditions, products, and yield. Dataset: the Open Reaction Database (ORD), a public repository of structured organic reaction records Reactants: II (iodine), II (iodine), CC1=C(C(CCC1)(C)C)/C=C/C(=C/C=C/C(=C\C(=O)O)/C)/C (isotretinoin), CC1=C(C(CCC1)(C)C)/C=C/C(=C/C=C/C(=C\C(=O)O)/C)/C (cis retinoic acid), C1=CC=C2C(=C1)C(=O)OC23C4=CC(=C(C(=C4OC5=C(C(=C(C=C35)I)O)I)I)O)I (erythrosin B), C1=C2C(=C(C(=C1I)O)I)OC3=C(C(=C(C=C3C24C5=C(C(=C(C(=C5Cl)Cl)Cl)Cl)C(=O)O4)I)O)I (rose Bengal), CC1=C(C(CCC1)(C)C)/C=C/C(=C/C=C/C(=C\C(=O)O)/C)/C (isotretinoin). Reagents/catalysts: transition metal. Product: CC1=C(C(CCC1)(C)C)/C=C/C(=C/C=C/C(=C/C(=O)O)/C)/C (all trans retinoic acid). Reaction SMILES: II.C1C=C2C(OC3(C4C(=C(I)C(O)=C(I)C=4)OC4C3=CC(I)=C(O)C=4I)C2=CC=1)=O.C1C(I)=C(O)C(I)=C2OC3C(C4(OC(=O)C5C(Cl)=C(Cl)C(Cl)=C(Cl)C4=5)C=12)=CC(I)=C(O)C=3I.[CH3:65][C:66]1[CH2:71][CH2:70][CH2:69][C:68]([CH3:73])([CH3:72])[C:67]=1/[CH:74]=[CH:75]/[C:76](/[CH3:86])=[CH:77]/[CH:78]=[CH:79]/[C:80](/[CH3:85])=[CH:81]\[C:82]([OH:84])=[O:83]>>[CH3:65][C:66]1[CH2:71][CH2:70][CH2:69][C:68]([CH3:72])([CH3:73])[C:67]=1/[CH:74]=[CH:75]/[C:76](/[CH3:86])=[CH:77]/[CH:78]=[CH:79]/[C:80](/[CH3:85])=[CH:81]/[C:82]([OH:84])=[O:83]. Procedure details: In general, a convergent approach, involving stereospecific coupling of the appropriate C15 (synthesized from β-ionone) and C5 synthons, has been utilized. (however, a linear sequence comprising of seven steps, starting from β-ionone, has also been described; J Org. Chem. 54, 2620-2628, 1989). For example, Patternden and Weedon, J. Chem. Soc.(C), 1984-97 (1968) have disclosed a procedure for the preparation of 13-cis retinoic acid by reacting a C15-triarylphosphonium salt (Wittig salt) and a C5-...